This data is from the Open Reaction Database (ORD), a public repository of structured organic reaction records. The task is: describe an organic reaction: reactants, conditions, products, and yield Starting materials: BrC1=CC(=C(N)C=C1)CC (4-bromo-2-ethylaniline), FC1=C(C=C(C=C1)C)N=C=O (1-fluoro-2-isocyanato-4-methylbenzene). Run in hexanes, ClCCl (dichloromethane). Reaction conditions: time 8 hour. The product is BrC1=CC(=C(C=C1)NC(=O)NC1=C(C=CC(=C1)C)F)CC (N-(4-bromo-2-ethylphenyl)-N′-(2-fluoro-5-methylphenyl)urea). Yield: 64.7%. Reaction SMILES: [Br:1][C:2]1[CH:8]=[CH:7][C:5]([NH2:6])=[C:4]([CH2:9][CH3:10])[CH:3]=1.[F:11][C:12]1[CH:17]=[CH:16][C:15]([CH3:18])=[CH:14][C:13]=1[N:19]=[C:20]=[O:21]>ClCCl>[Br:1][C:2]1[CH:8]=[CH:7][C:5]([NH:6][C:20]([NH:19][C:13]2[CH:14]=[C:15]([CH3:18])[CH:16]=[CH:17][C:12]=2[F:11])=[O:21])=[C:4]([CH2:9][CH3:10])[CH:3]=1. Procedure: A solution of 4-bromo-2-ethylaniline (200 mg) in dichloromethane (10 mL) was treated with 1-fluoro-2-isocyanato-4-methylbenzene (151 mg), stirred at room temperature overnight, diluted with hexanes, and filtered. The filter cake provided 227 mg of the desired product. MS (ESI(+)) m/e 351,353 (M+H)+. The reactants are FC(C(=O)O)(F)F.C(C)S(=O)(=O)N1CCC(CC1)C1=CNC2=C(C=C(C=C12)C1=CC(=CC(=C1)CNC[C@H]1OCCC1)F)C(=O)N (3-[1-(ethylsulfonyl)-4-piperidinyl]-5-[3-fluoro-5-({[(2S)-tetrahydro-2-furanylmethyl]amino}methyl)phenyl]-1H-indole-7-carboxamide trifluoroacetate), O1[C@@H](CCC1)CN (1-[(2S)-tetrahydro-2-furanyl]methanamine). Yields the product FC(C(=O)O)(F)F.C1(CC1)CNCC=1C=C(C=C(C1)F)C=1C=C2C(=CNC2=C(C1)C(=O)N)C1CCN(CC1)S(=O)(=O)CC (5-(3-{[(cyclopropylmethyl)amino]methyl}-5-fluorophenyl)-3-[1-(ethylsulfonyl)-4-piperidinyl]-1H-indole-7-carboxamide trifluoroacetate). The yield is 38.7%. RXN SMILES: [F:1][C:2]([F:7])([F:6])[C:3]([OH:5])=[O:4].[CH2:8]([S:10]([N:13]1[CH2:18][CH2:17][CH:16]([C:19]2[C:27]3[C:22](=[C:23]([C:43]([NH2:45])=[O:44])[CH:24]=[C:25]([C:28]4[CH:33]=[C:32]([CH2:34][NH:35][CH2:36][C@@H:37]5[CH2:41][CH2:40]CO5)[CH:31]=[C:30]([F:42])[CH:29]=4)[CH:26]=3)[NH:21][CH:20]=2)[CH2:15][CH2:14]1)(=[O:12])=[O:11])[CH3:9].O1CCC[C@H]1CN>>[F:1][C:2]([F:7])([F:6])[C:3]([OH:5])=[O:4].[CH:37]1([CH2:36][NH:35][CH2:34][C:32]2[CH:33]=[C:28]([C:25]3[CH:26]=[C:27]4[C:22](=[C:23]([C:43]([NH2:45])=[O:44])[CH:24]=3)[NH:21][CH:20]=[C:19]4[CH:16]3[CH2:17][CH2:18][N:13]([S:10]([CH2:8][CH3:9])(=[O:11])=[O:12])[CH2:14][CH2:15]3)[CH:29]=[C:30]([F:42])[CH:31]=2)[CH2:41][CH2:40]1 |f:0.1,3.4|. Reported procedure: The title compound was prepared according to the general procedure of 3-[1-(ethylsulfonyl)-4-piperidinyl]-5-[3-fluoro-5-({[(2S)-tetrahydro-2-furanylmethyl]amino}methyl)phenyl]-1H-indole-7-carboxamide trifluoroacetate, substituting 1-cyclopropylmethanamine (37 mg, 0.525 mmol) for 1-[(2S)-tetrahydro-2-furanyl]methanamine to afford 21.1 mg of the title compound (38.7%). Reactants: C1CCOC1, CC(C)(C)[O-], CI, [K+], CONC(=N)c1nn(-c2c(Cl)cc(C(F)(F)F)cc2Cl)c(N)c1S(C)=O. Product: CN=C(NOC)c1nn(-c2c(Cl)cc(C(F)(F)F)cc2Cl)c(N)c1S(C)=O. As a reaction SMILES: [CH2:35]1[O:36][CH2:37][CH2:38][CH2:39]1.[CH3:27][C:28]([CH3:29])([O-:30])[CH3:31].[I:33][CH3:34].[K+:32].[NH2:1][c:2]1[c:3]([S:24](=[O:25])[CH3:26])[c:4]([C:19]([NH:20][O:21][CH3:22])=[NH:23])[n:5][n:6]1-[c:7]1[c:8]([Cl:18])[cH:9][c:10]([C:14]([F:15])([F:16])[F:17])[cH:11][c:12]1[Cl:13]>>[NH2:1][c:2]1[c:3]([S:24](=[O:25])[CH3:26])[c:4]([C:19]([NH:20][O:21][CH3:22])=[N:23][CH3:27])[n:5][n:6]1-[c:7]1[c:8]([Cl:18])[cH:9][c:10]([C:14]([F:15])([F:16])[F:17])[cH:11][c:12]1[Cl:13]. The reactants are BrC=1C=C(C=C(C1O)Br)C(=O)N1C2=C(OCC1)C=CN=C2 ((3,5-dibromo-4-hydroxy-phenyl)-(2,3-dihydro-pyrido[4,3-b][1,4]oxazin-4-yl)-methanone), S(O)(O)(=O)=O (sulfuric acid). Solvent: O1CCCC1 (tetrahydrofuran). The product is S(O)(O)(=O)=O.BrC=1C=C(C=C(C1O)Br)C(=O)N1C2=C(OCC1)C=CN=C2 ((3,5-dibromo-4-hydroxy-phenyl)-(2,3-dihydro-pyrido[4,3-b][1,4]oxazin-4-yl)-methanone sulfuric acid salt). Yield: 69.0%. As a reaction SMILES: [Br:1][C:2]1[CH:3]=[C:4]([C:10]([N:12]2[CH2:17][CH2:16][O:15][C:14]3[CH:18]=[CH:19][N:20]=[CH:21][C:13]2=3)=[O:11])[CH:5]=[C:6]([Br:9])[C:7]=1[OH:8].[S:22](=[O:26])(=[O:25])([OH:24])[OH:23]>O1CCCC1>[S:22](=[O:24])(=[O:23])([OH:26])[OH:25].[Br:1][C:2]1[CH:3]=[C:4]([C:10]([N:12]2[CH2:17][CH2:16][O:15][C:14]3[CH:18]=[CH:19][N:20]=[CH:21][C:13]2=3)=[O:11])[CH:5]=[C:6]([Br:9])[C:7]=1[OH:8] |f:3.4|. Procedure: In a 25 ml flask, (3,5-dibromo-4-hydroxy-phenyl)-(2,3-dihydro-pyrido[4,3-b][1,4]oxazin-4-yl)-methanone (100 mg, 0.24 mmol) was suspended in tetrahydrofuran (8 ml) and the mixture was dissolved under heating. After cooling to room temperature, 1M sulfuric acid solution was added thereto dropwise. The formed solid was filtered to obtain the target compound 71 as white solid (78 mg, 69%). Reactants: O=C([O-])O, ClCCl, Cc1ccc(CCCOc2c(C)cc(-c3noc(C(F)(F)F)n3)cc2C)cn1, O=C(OO)c1cccc(Cl)c1, [Na+]. Product: Cc1cc(-c2noc(C(F)(F)F)n2)cc(C)c1OCCCc1ccc(C)[n+]([O-])c1. As a reaction SMILES: [C:40](=[O:41])([OH:42])[O-:43].[CH2:45]([Cl:46])[Cl:47].[CH3:1][c:2]1[cH:3][cH:4][c:5]([CH2:8][CH2:9][CH2:10][O:11][c:12]2[c:13]([CH3:28])[cH:14][c:15](-[c:19]3[n:20][o:21][c:22]([C:24]([F:25])([F:26])[F:27])[n:23]3)[cH:16][c:17]2[CH3:18])[cH:6][n:7]1.[Cl:29][c:30]1[cH:31][cH:32][cH:33][c:34]([C:35]([O:36][OH:38])=[O:37])[cH:39]1.[Na+:44]>>[CH3:1][c:2]1[cH:3][cH:4][c:5]([CH2:8][CH2:9][CH2:10][O:11][c:12]2[c:13]([CH3:28])[cH:14][c:15](-[c:19]3[n:20][o:21][c:22]([C:24]([F:25])([F:26])[F:27])[n:23]3)[cH:16][c:17]2[CH3:18])[cH:6][n+:7]1[O-:37].